From a dataset of the Open Reaction Database (ORD), a public repository of structured organic reaction records. describe an organic reaction: reactants, conditions, products, and yield Reactants: C(C)(C)(C)OC(N(CCNC1=CC(=NC=2N1N=C(C2I)C)C)C2CCCC2)=O (cyclopentyl-[2-(3-iodo-2,5-dimethyl-pyrazolo[1,5-a]pyrimidin-7-ylamino)-ethyl]-carbamic acid tert-butyl ester), ClC1=C(C=CC=C1Cl)B(O)O (2,3-dichlorobenzeneboronic acid), C(C)O (ethanol), C([O-])([O-])=O.[Na+].[Na+] (sodium carbonate). Reagents/catalysts: C=1C=CC(=CC1)[P](C=2C=CC=CC2)(C=3C=CC=CC3)[Pd]([P](C=4C=CC=CC4)(C=5C=CC=CC5)C=6C=CC=CC6)([P](C=7C=CC=CC7)(C=8C=CC=CC8)C=9C=CC=CC9)[P](C=1C=CC=CC1)(C=1C=CC=CC1)C=1C=CC=CC1 (Tetrakis(triphenylphosphine)palladium). Run in C1(=CC=CC=C1)C (toluene). Conditions: temperature 100 celsius, time 2.5 hour. Product: C(C)(C)(C)OC(N(CCNC1=CC(=NC=2N1N=C(C2C2=C(C(=CC=C2)Cl)Cl)C)C)C2CCCC2)=O (Cyclopentyl-{2-[3-(2,3-dichloro-phenyl)-2,5-dimethyl-pyrazolo[1,5-a]pyrimidin-7-ylamino]-ethyl}-carbamic acid tert-butyl ester). Isolated yield 60.0%. RXN SMILES: [C:1]([O:5][C:6](=[O:28])[N:7]([CH:23]1[CH2:27][CH2:26][CH2:25][CH2:24]1)[CH2:8][CH2:9][NH:10][C:11]1[N:16]2[N:17]=[C:18]([CH3:21])[C:19](I)=[C:15]2[N:14]=[C:13]([CH3:22])[CH:12]=1)([CH3:4])([CH3:3])[CH3:2].[Cl:29][C:30]1[C:35]([Cl:36])=[CH:34][CH:33]=[CH:32][C:31]=1B(O)O.C(O)C.C(=O)([O-])[O-].[Na+].[Na+]>C1(C)C=CC=CC=1.C1C=CC([P]([Pd]([P](C2C=CC=CC=2)(C2C=CC=CC=2)C2C=CC=CC=2)([P](C2C=CC=CC=2)(C2C=CC=CC=2)C2C=CC=CC=2)[P](C2C=CC=CC=2)(C2C=CC=CC=2)C2C=CC=CC=2)(C2C=CC=CC=2)C2C=CC=CC=2)=CC=1>[C:1]([O:5][C:6](=[O:28])[N:7]([CH:23]1[CH2:27][CH2:26][CH2:25][CH2:24]1)[CH2:8][CH2:9][NH:10][C:11]1[N:16]2[N:17]=[C:18]([CH3:21])[C:19]([C:34]3[CH:33]=[CH:32][CH:31]=[C:30]([Cl:29])[C:35]=3[Cl:36])=[C:15]2[N:14]=[C:13]([CH3:22])[CH:12]=1)([CH3:4])([CH3:3])[CH3:2] |f:3.4.5,^1:59,61,80,99|. Procedure details: A suspension of cyclopentyl-[2-(3-iodo-2,5-dimethyl-pyrazolo[1,5-a]pyrimidin-7-ylamino)-ethyl]-carbamic acid tert-butyl ester (38 mg, 0.076 mmol) and 2,3-dichlorobenzeneboronic acid in toluene (0.5 mL)/ethanol (0.5 mL)/2 M aqueous sodium carbonate (0.22 mL) was degassed (3×) by alternately pulling a vacuum followed by repressurization with nitrogen. Tetrakis(triphenylphosphine)palladium (10 mg, 0.009 mmol) was added, and the mixture was degassed (3×) again. The mixture was stirred for 2.5 hours ... The reactants are Intermediate 1, C(=O)(C(F)(F)F)O (TFA), FC1=CC=C2NC=C(CCN)C2=C1 (5-fluorotryptamine), C1OC=2C=C(C=O)C=CC2O1 (3,4-methylenedioxybenzaldehyde). Yields the product C1OC=2C=C(C=CC2O1)C1NCC(C=2C3=CC=CC=C3NC12)F (1-(3,4-Methylenedioxyphenyl)-4-fluoro-2,3,4,9-tetrahydro-1H-β-carboline). Isolated yield 85.0%. Reaction SMILES: F[C:2]1[CH:13]=[C:12]2[C:5]([NH:6][CH:7]=[C:8]2[CH2:9][CH2:10][NH2:11])=[CH:4][CH:3]=1.[CH2:14]1[O:24][C:23]2[CH:22]=[CH:21][C:18]([CH:19]=O)=[CH:17][C:16]=2[O:15]1.C(O)(C(F)(F)[F:28])=O>>[CH2:14]1[O:24][C:23]2[CH:22]=[CH:21][C:18]([CH:19]3[C:7]4[NH:6][C:5]5[C:12](=[CH:13][CH:2]=[CH:3][CH:4]=5)[C:8]=4[CH:9]([F:28])[CH2:10][NH:11]3)=[CH:17][C:16]=2[O:15]1. Procedure details: This product was prepared using the same procedure as for Intermediate 1 with 5-fluorotryptamine (1.59 g, 8.9 mmol), 3,4-methylenedioxybenzaldehyde (1.47 g, 1.1 equiv.) and TFA (1.4 mL, 2 equiv.) to give the title compound (2,34 g, 85%) as white crystals. The reactants are C(#N)C1CN(C1)C([C@@H](C1CC1)NC(=O)C1=CN(C2=NC=C(N=C21)C=2N=C(N(C2)C2=CC=CC=C2)C)COCC[Si](C)(C)C)=O (2-(2-Methyl-1-phenyl-1H-imidazol-4-yl)-5-(2-trimethylsilanyl-ethoxymethyl)-5H-pyrrolo[2,3-b]pyrazine-7-carboxylic acid [(R)-2-(3-cyano-azetidin-1-yl)-1-cyclopropyl-2-oxo-ethyl]-amide), FC(C(=O)O)(F)F (Trifluoroacetic acid). Run in ClCCl (dichloromethane). Product: C(#N)C1CN(C1)C([C@@H](C1CC1)NC(=O)C1=CNC2=NC=C(N=C21)C=2N=C(N(C2)C2=CC=CC=C2)C)=O (2-(2-methyl-1-phenyl-1H-imidazol-4-yl)-5H-pyrrolo[2,3-b]pyrazine-7-carboxylic acid [(R)-2-(3-cyano-azetidin-1-yl)-1-cyclopropyl-2-oxo-ethyl]-amide). Yield: 61.9%. Reaction SMILES: [C:1]([CH:3]1[CH2:6][N:5]([C:7](=[O:44])[C@H:8]([NH:12][C:13]([C:15]2[C:23]3[C:18](=[N:19][CH:20]=[C:21]([C:24]4[N:25]=[C:26]([CH3:35])[N:27]([C:29]5[CH:34]=[CH:33][CH:32]=[CH:31][CH:30]=5)[CH:28]=4)[N:22]=3)[N:17](COCC[Si](C)(C)C)[CH:16]=2)=[O:14])[CH:9]2[CH2:11][CH2:10]2)[CH2:4]1)#[N:2].FC(F)(F)C(O)=O>ClCCl>[C:1]([CH:3]1[CH2:4][N:5]([C:7](=[O:44])[C@H:8]([NH:12][C:13]([C:15]2[C:23]3[C:18](=[N:19][CH:20]=[C:21]([C:24]4[N:25]=[C:26]([CH3:35])[N:27]([C:29]5[CH:34]=[CH:33][CH:32]=[CH:31][CH:30]=5)[CH:28]=4)[N:22]=3)[NH:17][CH:16]=2)=[O:14])[CH:9]2[CH2:10][CH2:11]2)[CH2:6]1)#[N:2]. Procedure details: 2-(2-Methyl-1-phenyl-1H-imidazol-4-yl)-5-(2-trimethylsilanyl-ethoxymethyl)-5H-pyrrolo[2,3-b]pyrazine-7-carboxylic acid [(R)-2-(3-cyano-azetidin-1-yl)-1-cyclopropyl-2-oxo-ethyl]-amide (68 mg, 0.111 mmol) was dissolved in 0.6 mL of dichloromethane and then stirred in an ice bath. Trifluoroacetic acid (0.4 mL) was added slowly and the ice bath was removed. The reaction was stirred for 3 h and then cooled in ice bath. Sodium bicarbonate solution was added and the mixture was extracted three times wi... Reactants: CC(C)(C)OC (MTBE), C=C1C[C@H]2[C@@H]3CCC([C@@]3(C)CC[C@@H]2[C@]2(CCC(C=C12)=O)C)=O (6-Methylen-androst-4-ene-3,17-dione), CO (methanol), C1(=C(C(=O)C(=C(C1=O)Cl)Cl)Cl)Cl (Chloranil). Solvent: CN1CCCC1 (N-methylpyrrolidine). Conditions: temperature 77.5 celsius, time 30 minute. Yields the product C=C1C[C@H]2[C@@H]3CCC([C@@]3(C)CC[C@@H]2[C@]2(C=CC(C=C12)=O)C)=O (6-Methylen-androst-1,4-diene-3,17-dione). The yield is 60.4%. Reaction SMILES: [CH2:1]=[C:2]1[C:19]2[C@:14]([CH3:21])([CH2:15][CH2:16][C:17](=[O:20])[CH:18]=2)[C@@H:13]2[C@H:4]([C@H:5]3[C@@:9]([CH2:11][CH2:12]2)([CH3:10])[C:8](=[O:22])[CH2:7][CH2:6]3)[CH2:3]1.C1(Cl)C(=O)C(Cl)=C(Cl)C(=O)C=1Cl.CO.CC(OC)(C)C>CN1CCCC1>[CH2:1]=[C:2]1[C:19]2[C@:14]([CH3:21])([CH:15]=[CH:16][C:17](=[O:20])[CH:18]=2)[C@@H:13]2[C@H:4]([C@H:5]3[C@@:9]([CH2:11][CH2:12]2)([CH3:10])[C:8](=[O:22])[CH2:7][CH2:6]3)[CH2:3]1. Procedure: 6-Methylen-androst-4-ene-3,17-dione (5.0 gm) was dissolved in N-methylpyrrolidine (25 mL) at RT & to it was charged Chloranil (12.37 gm) at RT. The reaction mass was heated to 75 to 80° C. for 18 hours. The progress of the reaction is monitored on TLC. The reaction mass was cooled down to room temperature and methanol was added to it. The reaction mass was stirred for next 30 minutes and precipitated solid mass was filtered through buchner funnel and washed with methanol. All the filtrates were ... The reactants are NC1=C(C(=C(C(=N1)C(C)C)C(=O)OC)C1=CC=C(C=C1)F)C=O (methyl 6-amino-4-(4-fluorophenyl)-5-formyl-2-(1-methylethyl)-3-pyridinecarboxylate), [Cl-].COC[P+](C1=CC=CC=C1)(C1=CC=CC=C1)C1=CC=CC=C1 ((methoxymethyl)triphenyl-phosphonium chloride), CC(C)([O-])C.[K+] (potassium tert-butoxide). The solvent is O1CCCC1 (tetrahydrofuran), O1CCCC1 (tetrahydrofuran), C(C)(=O)OCC (ethyl acetate). Run at time 15 minute. The product is NC1=NC(=C(C(=O)OC)C(=C1C=COC)C1=CC=C(C=C1)F)C(C)C (methyl 6-amino-4-(4-fluorophenyl)-2-(1-methylethyl)-5-(2-methoxyethenyl)nicotinate), mixture. Yield: 77.0%. As a reaction SMILES: [Cl-].[CH3:2][O:3][CH2:4][P+](C1C=CC=CC=1)(C1C=CC=CC=1)C1C=CC=CC=1.CC(C)([O-])C.[K+].[NH2:30][C:31]1[N:36]=[C:35]([CH:37]([CH3:39])[CH3:38])[C:34]([C:40]([O:42][CH3:43])=[O:41])=[C:33]([C:44]2[CH:49]=[CH:48][C:47]([F:50])=[CH:46][CH:45]=2)[C:32]=1[CH:51]=O>O1CCCC1.C(OCC)(=O)C>[NH2:30][C:31]1[C:32]([CH:51]=[CH:2][O:3][CH3:4])=[C:33]([C:44]2[CH:49]=[CH:48][C:47]([F:50])=[CH:46][CH:45]=2)[C:34]([C:40]([O:42][CH3:43])=[O:41])=[C:35]([CH:37]([CH3:39])[CH3:38])[N:36]=1 |f:0.1,2.3|. Procedure details: To a suspension of (methoxymethyl)triphenyl-phosphonium chloride (260 mg, 0.75 mmol) in tetrahydrofuran (0.3 mL) was added, dropwise, a solution of potassium tert-butoxide (0.75 mL, 1.0 M in tetrahydrofuran). After 15 min, a solution of methyl 6-amino-4-(4-fluorophenyl)-5-formyl-2-(1-methylethyl)-3-pyridinecarboxylate (95 mg, 0.3 mmol) in tetrahydrofuran (0.3 mL) was added to the above mixture. The resulting mixture was stirred at room temperature for 2.5 h, diluted with ethyl acetate (15 mL) an... Starting materials: solution, N1=CC=NC=2SC3=C(NC21)C=C(C=C3)C(=O)OC (methyl 10H-pyrazino[2,3-b][1,4]benzothiazine-8-carboxylate), [OH-].[Na+] (sodium hydroxide). The solvent is CO (methanol). The product is N1=CC=NC=2SC3=C(NC21)C=C(C=C3)C(=O)O (10H-Pyrazino[2,3-b][1,4]benzothiazine-8-carboxylic acid). Yield: 100.4%. RXN SMILES: [N:1]1[C:10]2[NH:9][C:8]3[CH:11]=[C:12]([C:15]([O:17]C)=[O:16])[CH:13]=[CH:14][C:7]=3[S:6][C:5]=2[N:4]=[CH:3][CH:2]=1.[OH-].[Na+]>CO>[N:1]1[C:10]2[NH:9][C:8]3[CH:11]=[C:12]([C:15]([OH:17])=[O:16])[CH:13]=[CH:14][C:7]=3[S:6][C:5]=2[N:4]=[CH:3][CH:2]=1 |f:1.2|. Reported procedure: To 50 ml of a solution of 2 g of methyl 10H-pyrazino[2,3-b][1,4]benzothiazine-8-carboxylate in methanol was added 0.8 g of sodium hydroxide and the resulting mixture was heated under reflux for 1 hour. After distilling off the methanol under reduced pressure, a 1 N aqueous solution of hydrochloric acid was added thereto so as to adjust the pH value to 5 to 6. Then the mixture was extracted with ethyl acetate/dichloromethane and the organic layer was dried over anhydrous magnesium sulfate. After ... RXN SMILES: [Cl:1][C:2]1[N:6]([CH3:7])[N:5]=[C:4]([C:8]2[CH:13]=[CH:12][C:11]([O:14][CH3:15])=[C:10]([CH3:16])[CH:9]=2)[C:3]=1[CH:17]=O.FC(F)(F)C(O)=O.C[SiH](C)C>O>[Cl:1][C:2]1[N:6]([CH3:7])[N:5]=[C:4]([C:8]2[CH:13]=[CH:12][C:11]([O:14][CH3:15])=[C:10]([CH3:16])[CH:9]=2)[C:3]=1[CH3:17]. Reaction conditions: time 3 hour. The solvent is O (water). The product is ClC1=C(C(=NN1C)C1=CC(=C(C=C1)OC)C)C (5-chloro-3-(4-methoxy-3-methyl-phenyl)-1,4-dimethyl-1H-pyrazole). Isolated yield 98.5%. Reported procedure: At 0° C., a mixture of 5-chloro-4-formyl-3-(4-methoxy-3-methyl-phenyl)-1-methyl-1H-pyrazole (described in Reference Preparation example 91) 0.3 g and trifluoroacetic acid 10 ml was added trimethylsilane 0.27 g. The resulting mixture was stirred at room temperature for three hours, and thereto was added water 5 ml. The resulting mixture was extracted with ethyl acetate. The organic layer was washed with water and was dried over anhydrous magnesium sulfate, and was then concentrated under reduced ... Reactants: ClC1=C(C(=NN1C)C1=CC(=C(C=C1)OC)C)C=O (5-chloro-4-formyl-3-(4-methoxy-3-methyl-phenyl)-1-methyl-1H-pyrazole), FC(C(=O)O)(F)F (trifluoroacetic acid), C[SiH](C)C (trimethylsilane). The reactants are COc1ccc(OCCN)cc1, CCO, COCCOc1ccc(OCC2CO2)c(C#N)c1. The product is COCCOc1ccc(OCC(O)CNCCOc2ccc(OC)cc2)c(C#N)c1. RXN SMILES: [CH3:19][O:20][c:21]1[cH:22][cH:23][c:24]([O:25][CH2:26][CH2:27][NH2:28])[cH:29][cH:30]1.[CH3:31][CH2:32][OH:33].[O:1]1[CH:2]([CH2:3][O:4][c:5]2[c:6]([C:7]#[N:8])[cH:9][c:10]([O:13][CH2:14][CH2:15][O:16][CH3:17])[cH:11][cH:12]2)[CH2:18]1>>[OH:1][CH:2]([CH2:3][O:4][c:5]1[c:6]([C:7]#[N:8])[cH:9][c:10]([O:13][CH2:14][CH2:15][O:16][CH3:17])[cH:11][cH:12]1)[CH2:18][NH:28][CH2:27][CH2:26][O:25][c:24]1[cH:23][cH:22][c:21]([O:20][CH3:19])[cH:30][cH:29]1.